From a dataset of the Open Reaction Database (ORD), a public repository of structured organic reaction records. describe an organic reaction: reactants, conditions, products, and yield The reactants are NC1=C(C=C(C#N)C=C1)Cl (4-Amino-3-chloro-benzonitrile), ICl (ICl). Solvent: C(Cl)Cl (methylene chloride). Reaction conditions: time 12 hour. The product is NC1=C(C=C(C#N)C=C1I)Cl (4-Amino-3-chloro-5-iodobenzonitrile). The yield is 35.5%. Reaction SMILES: [NH2:1][C:2]1[CH:9]=[CH:8][C:5]([C:6]#[N:7])=[CH:4][C:3]=1[Cl:10].[I:11]Cl>C(Cl)Cl>[NH2:1][C:2]1[C:9]([I:11])=[CH:8][C:5]([C:6]#[N:7])=[CH:4][C:3]=1[Cl:10]. Reported procedure: 4-Amino-3-chloro-benzonitrile (100 mg, 0.66 mmol) and ICl (1.1 eq, 0.72 mmol, 117.05 mg) were added in methylene chloride. The reaction mixture was stirred for 12 hr. The reaction mixture was purified according to similar procedure to step 2 of Example 8 to obtain 4-Amino-3-chloro-5-iodobenzonitrile (65.2 mg, 35.80%). Starting materials: resultant solution, C([O-])([O-])=O.[K+].[K+] (potassium carbonate), BrCCCCl (1-bromo-3-chloropropane), resultant mixture, OC1=NC=2CCCCC2N=C1 (2-hydroxy-5,6,7,8-tetrahydroquinoxaline). Run in C(C)#N (acetonitrile). Product: ClCCCOC1=NC=2CCCCC2N=C1 (2-(3-chloropropoxy)-5,6,7,8-tetrahydroquinoxaline). The yield is 64.8%. RXN SMILES: [OH:1][C:2]1[CH:11]=[N:10][C:9]2[CH2:8][CH2:7][CH2:6][CH2:5][C:4]=2[N:3]=1.C(=O)([O-])[O-].[K+].[K+].Br[CH2:19][CH2:20][CH2:21][Cl:22]>C(#N)C>[Cl:22][CH2:21][CH2:20][CH2:19][O:1][C:2]1[CH:11]=[N:10][C:9]2[CH2:8][CH2:7][CH2:6][CH2:5][C:4]=2[N:3]=1 |f:1.2.3|. Procedure: 1.5 g (10 mmol) of 2-hydroxy-5,6,7,8-tetrahydroquinoxaline was dissolved in 40 ml of acetonitrile. To the resultant solution were added 2.76 g (20 mmol) of potassium carbonate and 1.19 ml (12 mmol) of 1-bromo-3-chloropropane. The resultant mixture was heated under reflux for 2 hours and then, subjected to filtration to thereby filter off insoluble substances. The solvent of the filtrate was distilled off in vacuo to thereby obtain a residue. The obtained residue was purified by silica gel column... Reactants: CS(=O)(=O)Cl, Cc1cncn1-c1ccc(N2CC(CO)OC2=O)cc1F, c1ccncc1. Product: Cc1cncn1-c1ccc(N2CC(COS(C)(=O)=O)OC2=O)cc1F. Reaction SMILES: [CH3:22][S:23]([Cl:24])(=[O:25])=[O:26].[F:1][c:2]1[cH:3][c:4]([N:14]2[C:15](=[O:21])[O:16][CH:17]([CH2:19][OH:20])[CH2:18]2)[cH:5][cH:6][c:7]1-[n:8]1[cH:9][n:10][cH:11][c:12]1[CH3:13].[cH:27]1[cH:28][cH:29][n:30][cH:31][cH:32]1>>[F:1][c:2]1[cH:3][c:4]([N:14]2[C:15](=[O:21])[O:16][CH:17]([CH2:19][O:20][S:23]([CH3:22])(=[O:25])=[O:26])[CH2:18]2)[cH:5][cH:6][c:7]1-[n:8]1[cH:9][n:10][cH:11][c:12]1[CH3:13]. The reactants are C(C(C)C)C1=C(C(=NN1)C(=O)N)[N+](=O)[O-] (5-Isobutyl-4-nitro-1H-pyrazol-3-carboxylic acid amide). Reagents/catalysts: [Pd] (palladium on carbon). Solvent: C(C)O (ethanol). Reaction conditions: time 64 hour. Product: NC=1C(=NNC1CC(C)C)C(=O)N (4-amino-5-isobutyl-1H-pyrazol-3-carboxylic acid amide). Yield: 94.8%. As a reaction SMILES: [CH2:1]([C:5]1[NH:9][N:8]=[C:7]([C:10]([NH2:12])=[O:11])[C:6]=1[N+:13]([O-])=O)[CH:2]([CH3:4])[CH3:3]>[Pd].C(O)C>[NH2:13][C:6]1[C:7]([C:10]([NH2:12])=[O:11])=[N:8][NH:9][C:5]=1[CH2:1][CH:2]([CH3:4])[CH3:3]. Procedure: 5-Isobutyl-4-nitro-1H-pyrazol-3-carboxylic acid amide (4.7 g, 22 mmol) and 10% palladium on carbon (300 mg) in ethanol (80 ml) was stirred under hydrogen (60 psi) at room temperature for 4 hours, and held under nitrogen for 64 hours. The reaction mixture was filtered and the filtrate was concentrated under reduced pressure of dichloromethane:methanol (100:0 changing to 95:5 then 90:10, by volume) to give 4-amino-5-isobutyl-1H-pyrazol-3-carboxylic acid amide (3.8 g) as an off-white solid, which w... The reactants are CI, O=Cc1cccc2c1ccn2CC(O)c1ccccc1. Product: COC(Cn1ccc2c(C=O)cccc21)c1ccccc1. As a reaction SMILES: [CH3:1][I:2].[OH:3][CH:4]([CH2:5][n:6]1[cH:7][cH:8][c:9]2[c:10]([CH:15]=[O:16])[cH:11][cH:12][cH:13][c:14]12)[c:17]1[cH:18][cH:19][cH:20][cH:21][cH:22]1>>[CH3:1][O:3][CH:4]([CH2:5][n:6]1[cH:7][cH:8][c:9]2[c:10]([CH:15]=[O:16])[cH:11][cH:12][cH:13][c:14]12)[c:17]1[cH:18][cH:19][cH:20][cH:21][cH:22]1. Starting materials: CCCCC(NC(=O)C(Cc1ccc(O)cc1)NC(=O)OC(C)(C)C)C(=O)NCC(=O)OCc1ccccc1, CO, [Na+], [OH-]. The product is CCCCC(NC(=O)C(Cc1ccc(O)cc1)NC(=O)OC(C)(C)C)C(=O)NCC(=O)O. Reaction SMILES: [CH2:1]([c:2]1[cH:3][cH:4][cH:5][cH:6][cH:7]1)[O:8][C:9]([CH2:10][NH:11][C:12]([CH:13]([NH:14][C:15]([CH:16]([NH:17][C:18](=[O:19])[O:20][C:21]([CH3:22])([CH3:23])[CH3:24])[CH2:25][c:26]1[cH:27][cH:28][c:29]([OH:32])[cH:30][cH:31]1)=[O:33])[CH2:34][CH2:35][CH2:36][CH3:37])=[O:38])=[O:39].[CH3:42][OH:43].[Na+:41].[OH-:40]>>[O:8]=[C:9]([CH2:10][NH:11][C:12]([CH:13]([NH:14][C:15]([CH:16]([NH:17][C:18](=[O:19])[O:20][C:21]([CH3:22])([CH3:23])[CH3:24])[CH2:25][c:26]1[cH:27][cH:28][c:29]([OH:32])[cH:30][cH:31]1)=[O:33])[CH2:34][CH2:35][CH2:36][CH3:37])=[O:38])[OH:39]. Starting materials: TEA, FC(C(=O)N1CCN(CC1)C1=CC=C(N)C=C1)(F)F (4-[4-(trifluoroacetyl)-1-piperazinyl]aniline), O1CCOCC1 (dioxane), ClC(Cl)(Cl)OC(=O)Cl (Trichloromethylchloroformate). Run at time 30 minute. The product is N1(CCNCC1)C1=CC=C(C=C1)NC(=O)N1CCN(CC1)CC(=O)O (1-[[[4-(1-piperazinyl)phenyl]amino]carbonyl]-4-piperazineacetic acid). Yield: 37.0%. RXN SMILES: FC(F)(F)C([N:5]1[CH2:10][CH2:9][N:8]([C:11]2[CH:17]=[CH:16][C:14]([NH2:15])=[CH:13][CH:12]=2)[CH2:7][CH2:6]1)=O.ClC([O:24][C:25](Cl)=[O:26])(Cl)Cl.[O:28]1[CH2:33]COCC1>>[N:8]1([C:11]2[CH:12]=[CH:13][C:14]([NH:15][C:33]([N:5]3[CH2:10][CH2:9][N:8]([CH2:11][C:25]([OH:24])=[O:26])[CH2:7][CH2:6]3)=[O:28])=[CH:16][CH:17]=2)[CH2:7][CH2:6][NH:5][CH2:10][CH2:9]1. Procedure details: 4-[4-(trifluoroacetyl)-1-piperazinyl]aniline 4 (250 mg, 0.9 mmole) was dissolved in dioxane (5 ml) and TEA (125(1, 0.9 mmole). Trichloromethylchloroformate (110(1, 0.9 mmole) was added dropwise via syringe. Solid precipitated out upon addition, mixture stirred 30 min and was filtered to yield the title compound as a white solid (10 mg, 37%). MS (ES) m/e 300.2 [M+H]+